Dataset: the Open Reaction Database (ORD), a public repository of structured organic reaction records. Task: describe an organic reaction: reactants, conditions, products, and yield Starting materials: ClC1=C(C(=C(C(=C1C)Cl)Cl)C)Cl (tetrachloro-p-xylene), II (iodine), resultant solution, ClC1=C(C(=C(C(=C1Cl)CO)Cl)Cl)CO (2,3,5,6-tetrachloro-p-xylene-α ,α'-diol), S(=O)=O (sulfur dioxide). Product: ClC1=C(C(=C(C(=C1Cl)C=O)Cl)Cl)C (2,3,5,6-tetrachloro-p-tolualdehyde). Reaction SMILES: ClC1C(C)=C(Cl)C(Cl)=C(C)C=1Cl.[Cl:13][C:14]1[C:19]([Cl:20])=[C:18]([CH2:21][OH:22])[C:17]([Cl:23])=[C:16]([Cl:24])[C:15]=1[CH2:25]O.S(=O)=O.II>>[Cl:13][C:14]1[C:19]([Cl:20])=[C:18]([CH:21]=[O:22])[C:17]([Cl:23])=[C:16]([Cl:24])[C:15]=1[CH3:25]. Procedure: When the procedure of Example 64 was carried by replacing tetrachloro-p-xylene with an equimolar amount (27.6g) of 2,3,5,6-tetrachloro-p-xylene-α ,α'-diol, a strong evolution of sulfur dioxide was observed (identified qualitatively by iodine paper), but the resultant solution did not turn purple, instead it acquired a brown amber color. After a 4 hour of heating period between 90° and 94° C, the clear solution was poured, after it cooled to room temperature, onto ice, yielding a yellow slurry. S... The reactants are NC1=C2C(=NC=N1)N(N=C2I)[C@H]2CN(CC2)C(\C=C\CN(C)C2CCC2)=O ((R,E)-1-(3-(4-amino-3-iodo-1H-pyrazolo[3,4-d]pyrimidin-1-yl)pyrrolidin-1-yl)-4-(cyclobutyl(methyl)amino)but-2-en-1-one), ClC1=CC=C(C=C1)B(O)O (4-chlorophenylboronic acid), K3PO4.3H2O. Reagents/catalysts: C1=CC=C(C=C1)P([C-]2C=CC=C2)C3=CC=CC=C3.C1=CC=C(C=C1)P([C-]2C=CC=C2)C3=CC=CC=C3.Cl[Pd]Cl.[Fe+2] (Pd(dppf)2Cl2). The solvent is COCCOC.O (DME H2O). Conditions: temperature 80 celsius. Yields the product NC1=C2C(=NC=N1)N(N=C2C2=CC=C(C=C2)Cl)[C@H]2CN(CC2)C(\C=C\CN(C)C2CCC2)=O ((R,E)-1-(3-(4-amino-3-(4-chlorophenyl)-1H-pyrazolo[3,4-d]pyrimidin-1-yl)pyrrolidin-1-yl)-4-(cyclobutyl(methyl)amino)but-2-en-1-one). Reaction SMILES: [NH2:1][C:2]1[N:7]=[CH:6][N:5]=[C:4]2[N:8]([C@@H:12]3[CH2:16][CH2:15][N:14]([C:17](=[O:27])/[CH:18]=[CH:19]/[CH2:20][N:21]([CH:23]4[CH2:26][CH2:25][CH2:24]4)[CH3:22])[CH2:13]3)[N:9]=[C:10](I)[C:3]=12.[Cl:28][C:29]1[CH:34]=[CH:33][C:32](B(O)O)=[CH:31][CH:30]=1>COCCOC.O.C1C=CC(P(C2C=CC=CC=2)[C-]2C=CC=C2)=CC=1.C1C=CC(P(C2C=CC=CC=2)[C-]2C=CC=C2)=CC=1.Cl[Pd]Cl.[Fe+2]>[NH2:1][C:2]1[N:7]=[CH:6][N:5]=[C:4]2[N:8]([C@@H:12]3[CH2:16][CH2:15][N:14]([C:17](=[O:27])/[CH:18]=[CH:19]/[CH2:20][N:21]([CH:23]4[CH2:26][CH2:25][CH2:24]4)[CH3:22])[CH2:13]3)[N:9]=[C:10]([C:32]3[CH:33]=[CH:34][C:29]([Cl:28])=[CH:30][CH:31]=3)[C:3]=12 |f:2.3,4.5.6.7|. Procedure details: A mixture of (R,E)-1-(3-(4-amino-3-iodo-1H-pyrazolo[3,4-d]pyrimidin-1-yl)pyrrolidin-1-yl)-4-(cyclobutyl(methyl)amino)but-2-en-1-one (22) (400 mg, 0.832 mmol), 4-chlorophenylboronic acid (156 mg, 1 mmol), K3PO4.3H2O (664 mg, 2.5 mmol) and Pd(dppf)2Cl2 (34 mg, 0.04 mmol) in DME/H2O (8 mL/2 mL) was purged with N2 (3×) and then heated to 80° C. overnight. After cooling down to rt, the reaction mixture was concentrated and the residue was purified by prep. HPLC (15%-95% acetonitrile/H2O (0.2% NH3H2O)... Run in O (water), CC#N (CH3CN), CO (methanol). The product is N[C@@H](CC(=O)N1C[C@@H](CCC1)C1=NC2=C(N1CCCOC)C=CC=C2Cl)CC2=CC=C(C=C2)C2=CC=CC=C2 ((R)-3-amino-4-(biphenyl-4-yl)-1-((R)-3-(4-chloro-1-(3-methoxypropyl)-1H-benzo[d]imidazol-2-yl)piperidin-1-yl)butan-1-one), FC(C(=O)O)(F)F (trifluoroacetic acid). Reported procedure: tert-Butyl (R)-1-(biphenyl-4-yl)-4-((R)-3-(4-chloro-1-(3-methoxypropyl)-1H-benzo[d]imidazol-2-yl)piperidin-1-yl)-4-oxobutan-2-ylcarbamate (48C) (0.245 mmol, crude oil) was added to a 10 mL round-bottomed flask equipped for stirring under nitrogen. Dichloromethane (2 mL) and trifluoroacetic acid (2 mL) were then added and the solution was stirred at room temperature for 2 hr. The solvent was removed in-vacuo affording a clear colored oil. This oil was re-dissolved in methanol (3 mL), filtered, an... Starting materials: resultant solution, C1(=CC=C(C=C1)C[C@H](CC(=O)N1C[C@@H](CCC1)C1=NC2=C(N1CCCOC)C=CC=C2Cl)NC(OC(C)(C)C)=O)C2=CC=CC=C2 (tert-butyl (R)-1-(biphenyl-4-yl)-4-((R)-3-(4-chloro-1-(3-methoxypropyl)-1H-benzo[d]imidazol-2-yl)piperidin-1-yl)-4-oxobutan-2-ylcarbamate), ClCCl (Dichloromethane), FC(C(=O)O)(F)F (trifluoroacetic acid). Reaction SMILES: [C:1]1([C:41]2[CH:46]=[CH:45][CH:44]=[CH:43][CH:42]=2)[CH:6]=[CH:5][C:4]([CH2:7][C@@H:8]([NH:33]C(=O)OC(C)(C)C)[CH2:9][C:10]([N:12]2[CH2:17][CH2:16][CH2:15][C@@H:14]([C:18]3[N:22]([CH2:23][CH2:24][CH2:25][O:26][CH3:27])[C:21]4[CH:28]=[CH:29][CH:30]=[C:31]([Cl:32])[C:20]=4[N:19]=3)[CH2:13]2)=[O:11])=[CH:3][CH:2]=1.ClCCl.[F:50][C:51]([F:56])([F:55])[C:52]([OH:54])=[O:53]>CO.CC#N.O>[NH2:33][C@H:8]([CH2:7][C:4]1[CH:3]=[CH:2][C:1]([C:41]2[CH:42]=[CH:43][CH:44]=[CH:45][CH:46]=2)=[CH:6][CH:5]=1)[CH2:9][C:10]([N:12]1[CH2:17][CH2:16][CH2:15][C@@H:14]([C:18]2[N:22]([CH2:23][CH2:24][CH2:25][O:26][CH3:27])[C:21]3[CH:28]=[CH:29][CH:30]=[C:31]([Cl:32])[C:20]=3[N:19]=2)[CH2:13]1)=[O:11].[F:50][C:51]([F:56])([F:55])[C:52]([OH:54])=[O:53]. Reactants: Nc1ccc([N+](=O)[O-])cc1Cl, O=S(=O)(Cl)c1ccccc1, c1ccncc1. Product: O=[N+]([O-])c1ccc(NS(=O)(=O)c2ccccc2)c(Cl)c1. As a reaction SMILES: [Cl:1][c:2]1[c:3]([NH2:4])[cH:5][cH:6][c:7]([N+:9](=[O:10])[O-:11])[cH:8]1.[c:12]1([S:18](=[O:19])(=[O:20])[Cl:21])[cH:13][cH:14][cH:15][cH:16][cH:17]1.[cH:22]1[cH:23][cH:24][n:25][cH:26][cH:27]1>>[Cl:1][c:2]1[c:3]([NH:4][S:18]([c:12]2[cH:13][cH:14][cH:15][cH:16][cH:17]2)(=[O:19])=[O:20])[cH:5][cH:6][c:7]([N+:9](=[O:10])[O-:11])[cH:8]1. Starting materials: O=C(c1ccccc1)N1CCC(CCl)CC1, CC(C)(C)[O-], Cc1ccccc1, CN(C)C=O, Cl, [K+]. Product: C=C1CCN(C(=O)c2ccccc2)CC1. As a reaction SMILES: [C:1]([c:2]1[cH:3][cH:4][cH:5][cH:6][cH:7]1)(=[O:8])[N:9]1[CH2:10][CH2:11][CH:12]([CH2:15][Cl:16])[CH2:13][CH2:14]1.[CH3:17][C:18]([CH3:19])([O-:20])[CH3:21].[CH3:24][c:25]1[cH:26][cH:27][cH:28][cH:29][cH:30]1.[CH3:31][N:32]([CH3:33])[CH:34]=[O:35].[ClH:23].[K+:22]>>[C:1]([c:2]1[cH:3][cH:4][cH:5][cH:6][cH:7]1)(=[O:8])[N:9]1[CH2:10][CH2:11][C:12](=[CH2:15])[CH2:13][CH2:14]1. Starting materials: COc1ccc(N)cc1C#N, [Cl-], Cl, Cl, O=N[O-], [Na+], O, O. The product is COc1ccc(NN)cc1C#N. As a reaction SMILES: [C:10](#[N:11])[c:12]1[cH:13][c:14]([NH2:15])[cH:16][cH:17][c:18]1[O:19][CH3:20].[Cl-:7].[ClH:8].[ClH:9].[N:1]([O-:2])=[O:3].[Na+:4].[OH2:5].[OH2:6]>>[NH2:1][NH:15][c:14]1[cH:13][c:12]([C:10]#[N:11])[c:18]([O:19][CH3:20])[cH:17][cH:16]1. Run at temperature 10 celsius. Reported procedure: 69.5 g (2.9 g-atoms) of magnesium are placed in 500 ml of absolute ether Subsequently, a solution of 438 g of isoamyl bromide, which contains about 1.5% of n-amyl bromide in accordance with gas chromatography, in 1.2 1 of absolute ether is added dropwise so that the exothermic reaction keeps the ether constantly at the boiling point After completion of the addition, the mixture is held at reflux temperature for a further 30 minutes. The Grignard solution is then cooled to 10° C. 236.5 g (2.41.mo... Run in CCOCC (ether), CCOCC (ether), CCOCC (ether). The reactants are [Mg] (magnesium), COC(CCC(C)C)C(=CCC)C (5-methoxy-2,6-dimethyl-6-nonene), CC(C=O)=CCC (2-methyl 2-pentenal), C(CC(C)C)Br (isoamyl bromide), CCCCCBr (n-amyl bromide), Cl (hydrochloric acid). Reaction SMILES: [Mg].C(Br)CC(C)C.CCCCCBr.C[O:15][CH:16]([C:22]([CH3:26])=[CH:23][CH2:24][CH3:25])[CH2:17][CH2:18][CH:19]([CH3:21])[CH3:20].CC(=CCC)C=O.Cl>CCOCC>[CH3:20][CH:19]([CH2:18][CH2:17][CH:16]([OH:15])[C:22]([CH3:26])=[CH:23][CH2:24][CH3:25])[CH3:21]. Product: CC(C)CCC(C(=CCC)C)O (2,6-dimethyl-6-nonen-5-ol).